Dataset: the Open Reaction Database (ORD), a public repository of structured organic reaction records. Task: describe an organic reaction: reactants, conditions, products, and yield Reactants: CC1=CC2=C(NC(N2)=S)C=C1 (5-methyl-benzimidazoline-2-thione), C(C=C)Cl (allyl chloride). The solvent is C(C)O (ethanol). Yields the product CC1=CC2=C(N=C(N2)SCC=C)C=C1 (5-methyl-2-(2-propenyl-thio)benzimidazole). The yield is 64.7%. RXN SMILES: [CH3:1][C:2]1[CH:11]=[CH:10][C:5]2[NH:6][C:7](=[S:9])[NH:8][C:4]=2[CH:3]=1.[CH2:12](Cl)[CH:13]=[CH2:14]>C(O)C>[CH3:1][C:2]1[CH:11]=[CH:10][C:5]2[N:6]=[C:7]([S:9][CH2:14][CH:13]=[CH2:12])[NH:8][C:4]=2[CH:3]=1. Reported procedure: 4.11 g (25 mmoles) of 5-methyl-benzimidazoline-2-thione and 2.45 ml of allyl chloride are refluxed in ethanol, then the reaction mixture is evaporated. The residue is worked up according to the method described in Example 2. The residue obtained after the dichloromethane extraction is recrystallized from 7 ml acetonitrile. 3.29 g (64.66 %) of 5-methyl-2-(2-propenyl-thio)benzimidazole melting at a temperature of 128° C. are obtained. Starting materials: N#CC(C(=O)Nc1ccccc1)C(=O)c1nn(-c2ccccc2)c2c1CSc1c(CO)cccc1-2, O=C1CCC(=O)O1, O, c1ccncc1. Yields the product N#CC(C(=O)Nc1ccccc1)C(=O)c1nn(-c2ccccc2)c2c1CSc1c(COC(=O)CCC(=O)O)cccc1-2. RXN SMILES: [C:1](#[N:2])[CH:3]([C:4](=[O:5])[NH:6][c:7]1[cH:8][cH:9][cH:10][cH:11][cH:12]1)[C:13](=[O:14])[c:15]1[c:16]2[c:17]([n:18](-[c:20]3[cH:21][cH:22][cH:23][cH:24][cH:25]3)[n:19]1)-[c:26]1[c:27]([c:30]([CH2:34][OH:35])[cH:31][cH:32][cH:33]1)[S:28][CH2:29]2.[O:36]=[C:37]1[CH2:38][CH2:39][C:40](=[O:41])[O:42]1.[OH2:43].[cH:44]1[cH:45][cH:46][n:47][cH:48][cH:49]1>>[C:1](#[N:2])[CH:3]([C:4](=[O:5])[NH:6][c:7]1[cH:8][cH:9][cH:10][cH:11][cH:12]1)[C:13](=[O:14])[c:15]1[c:16]2[c:17]([n:18](-[c:20]3[cH:21][cH:22][cH:23][cH:24][cH:25]3)[n:19]1)-[c:26]1[c:27]([c:30]([CH2:34][O:35][C:40]([CH2:39][CH2:38][C:37](=[O:36])[OH:42])=[O:41])[cH:31][cH:32][cH:33]1)[S:28][CH2:29]2.